This data is from the Open Reaction Database (ORD), a public repository of structured organic reaction records. The task is: describe an organic reaction: reactants, conditions, products, and yield Starting materials: CC(=O)O[BH-](OC(C)=O)OC(C)=O, CN, COc1cc(OC)c(F)c(-c2ccc(C(=O)Nc3nc(C=O)c[nH]3)c3nccnc23)c1F, ClCCl, [Na+], [Na+], O=C([O-])O. The product is CNCc1c[nH]c(NC(=O)c2ccc(-c3c(F)c(OC)cc(OC)c3F)c3nccnc23)n1. Reaction SMILES: [C:1]([O:2][BH-:3]([O:4][C:5](=[O:6])[CH3:7])[O:8][C:9](=[O:10])[CH3:11])(=[O:12])[CH3:13].[CH3:47][NH2:48].[CH:15](=[O:16])[c:17]1[n:18][c:19]([NH:22][C:23](=[O:24])[c:25]2[c:26]3[n:27][cH:28][cH:29][n:30][c:31]3[c:32](-[c:35]3[c:36]([F:46])[c:37]([O:44][CH3:45])[cH:38][c:39]([O:42][CH3:43])[c:40]3[F:41])[cH:33][cH:34]2)[nH:20][cH:21]1.[Cl:49][CH2:50][Cl:51].[Na+:14].[Na+:56].[O-:52][C:53]([OH:54])=[O:55]>>[CH2:15]([c:17]1[n:18][c:19]([NH:22][C:23](=[O:24])[c:25]2[c:26]3[n:27][cH:28][cH:29][n:30][c:31]3[c:32](-[c:35]3[c:36]([F:46])[c:37]([O:44][CH3:45])[cH:38][c:39]([O:42][CH3:43])[c:40]3[F:41])[cH:33][cH:34]2)[nH:20][cH:21]1)[NH:48][CH3:47]. Starting materials: C(C=C)N(C1=CC=CC=C1)CCO (N-allyl-N-(2-hydroxyethyl)benzenamine), [Cl-].[N+](=O)([O-])C1=CC=C(C=C1)[N+]#N (p-nitrobenzenediazonium chloride). Product: C(C=C)N(C1=CC=C(C=C1)N=NC1=CC=C(C=C1)[N+](=O)[O-])CCO (N-allyl-N-(2-hydroxyethyl)-4-(4'-nitrophenylazo)benzenamine). Reaction SMILES: [CH2:1]([N:4]([CH2:11][CH2:12][OH:13])[C:5]1[CH:10]=[CH:9][CH:8]=[CH:7][CH:6]=1)[CH:2]=[CH2:3].[Cl-].[N+:15]([C:18]1[CH:23]=[CH:22][C:21]([N+:24]#[N:25])=[CH:20][CH:19]=1)([O-:17])=[O:16]>>[CH2:1]([N:4]([CH2:11][CH2:12][OH:13])[C:5]1[CH:10]=[CH:9][C:8]([N:25]=[N:24][C:21]2[CH:20]=[CH:19][C:18]([N+:15]([O-:17])=[O:16])=[CH:23][CH:22]=2)=[CH:7][CH:6]=1)[CH:2]=[CH2:3] |f:1.2|. Procedure: N-allyl-N-(2-hydroxyethyl)benzenamine (7.1 g, 0.04 mol) is treated with a solution of p-nitrobenzenediazonium chloride, as discussed in Example 5, to provide N-allyl-N-(2-hydroxyethyl)-4-(4'-nitrophenylazo)benzenamine. Reactants: BrC1=CC=CC=C1 (bromobenzene), CC(C)=CC(C=C(C)C)=O (phorone), [Cl-].[Cl-].[Cl-].[Al+3] (aluminum trichloride). Solvent: C(=S)=S (carbon disulfide). Product: BrC=1C=CC2=C(C(CC(CC2(C)C)=O)(C)C)C1 (2-bromo-5,6,8,9-tetrahydro-5,5,9,9-tetramethyl-7H-benzocyclohepten-7-one). RXN SMILES: [Br:1][C:2]1[CH:7]=[CH:6][CH:5]=[CH:4][CH:3]=1.[CH3:8][C:9](=[CH:11][C:12](=[O:17])[CH:13]=[C:14]([CH3:16])[CH3:15])[CH3:10].[Cl-].[Cl-].[Cl-].[Al+3]>C(=S)=S>[Br:1][C:2]1[CH:7]=[CH:6][C:5]2[C:14]([CH3:16])([CH3:15])[CH2:13][C:12](=[O:17])[CH2:11][C:9]([CH3:10])([CH3:8])[C:4]=2[CH:3]=1 |f:2.3.4.5|. Procedure details: 47.1 g of bromobenzene and 37.8 g of phorone are stirred at room temperature for 48 hours in the presence of 40 g of aluminum trichloride in 600 ml of carbon disulfide. The reaction mixture is then poured on to ice, extracted with diethyl ether. The extract is washed with water, dried and evaporated. After chromatography on silica gel with petroleum ether (low-boiling) and ethyl acetate (9:1) and recrystallization from hexane, there is obtained 2-bromo-5,6,8,9-tetrahydro-5,5,9,9-tetramethyl-7H-b... Reactants: OC1=CC=C(C=C1)SC1CCCC=2C=CC=NC12 (8-(4-hydroxyphenylthio)-5,6,7,8-tetrahydroquinoline), C(C)(=O)OC(C)=O (acetic anhydride), Cl (hydrogen chloride). The product is Cl.C(C)(=O)OC1=CC=C(C=C1)SC1CCCC=2C=CC=NC12 (8-(4-acetoxyphenylthio)-5,6,7,8-tetrahydroquinoline hydrochloride). Isolated yield 49.0%. RXN SMILES: [OH:1][C:2]1[CH:7]=[CH:6][C:5]([S:8][CH:9]2[C:18]3[N:17]=[CH:16][CH:15]=[CH:14][C:13]=3[CH2:12][CH2:11][CH2:10]2)=[CH:4][CH:3]=1.[ClH:19].[C:20](OC(=O)C)(=[O:22])[CH3:21]>>[ClH:19].[C:20]([O:1][C:2]1[CH:7]=[CH:6][C:5]([S:8][CH:9]2[C:18]3[N:17]=[CH:16][CH:15]=[CH:14][C:13]=3[CH2:12][CH2:11][CH2:10]2)=[CH:4][CH:3]=1)(=[O:22])[CH3:21] |f:3.4|. Procedure: A mixture of 4.0 g (15.6 mmol) of 8-(4-hydroxyphenylthio)-5,6,7,8-tetrahydroquinoline in 40 ml of acetic anhydride was heated under reflux for 2 hours. A reagent was then removed under reduced pressure and the residue was subjected to flash chromatography (Kieselgel 60; 5% ethyl acetate in dichloromethane). The thick yellow oil thus obtained was treated with ethereal hydrogen chloride to yield 3.4 g (49%) of 8-(4-acetoxyphenylthio)-5,6,7,8-tetrahydroquinoline hydrochloride. Starting materials: O.ON1N=NC2=C1C=CC=C2 (1-hydroxybenzotriazole hydrate), CN(CCCN=C=NCC)C (1-(3-dimethylaminopropyl)-3-ethylcarbodiimide), C(C)(C)N(CC)C(C)C (diisopropylethylamine), (3AS,4S,5S,7AS)-7,7-diphenyl-4-(2-methoxyphenyl)perhydroisoindole-4,5-diol, COC1=C(C=CC=C1)[C@@H](C(=O)O)C ((S)-2-(2-methoxyphenyl)propanoic acid), aqueous saturated solution, [Cl-].[Na+] (sodium chloride). Run in ClCCl (dichloromethane), O (water). Run at temperature 0 celsius, time 30 minute. Yields the product C1NCC2C(C(CCC12)O)O (perhydroisoindole-4,5-diol). As a reaction SMILES: O.[OH:2]N1C2C=CC=CC=2N=N1.CN(C)[CH2:14][CH2:15][CH2:16][N:17]=[C:18]=NCC.C(N(C(C)C)CC)(C)C.C[O:33][C:34]1C=C[CH:37]=[CH:36][C:35]=1[C@H](C)C(O)=O.[Cl-].[Na+]>ClCCl.O>[CH2:16]1[CH:15]2[CH:14]([CH:34]([OH:33])[CH:35]([OH:2])[CH2:36][CH2:37]2)[CH2:18][NH:17]1 |f:0.1,5.6|. Procedure: 30 mg of 1-hydroxybenzotriazole hydrate, 0.66 g of 1-(3-dimethylaminopropyl)-3-ethylcarbodiimide and 0.6 cm3 of diisopropylethylamine are added to a solution of 1.1 g of (3AS,4S,5S,7AS)-7,7-diphenyl-4-(2-methoxyphenyl)perhydroisoindole-4,5-diol and 0.58 g of (S)-2-(2-methoxyphenyl)propanoic acid in 30 cm3 of dichloromethane, cooled to 0° C. The mixture is stirred at room temperature for 3 hours and 30 minutes and 100 cm3 of water and 50 cm3 of an aqueous saturated solution of sodium chloride are...